describe an organic reaction: reactants, conditions, products, and yield From a dataset of the Open Reaction Database (ORD), a public repository of structured organic reaction records. Reactants: O=C(Cl)c1ccccc1, CC1OC(n2cc(F)c(N)nc2=O)C(O)C1O, c1ccncc1. The product is CC1OC(n2cc(F)c(N)nc2=O)C(O)C1OC(=O)c1ccccc1. RXN SMILES: [C:18]([c:19]1[cH:20][cH:21][cH:22][cH:23][cH:24]1)(=[O:25])[Cl:26].[F:1][c:2]1[c:3]([NH2:17])[n:4][c:5](=[O:16])[n:6]([CH:7]2[CH:8]([OH:9])[CH:10]([OH:11])[CH:12]([CH3:13])[O:14]2)[cH:15]1.[cH:27]1[cH:28][cH:29][n:30][cH:31][cH:32]1>>[F:1][c:2]1[c:3]([NH2:17])[n:4][c:5](=[O:16])[n:6]([CH:7]2[CH:8]([OH:9])[CH:10]([O:11][C:18]([c:19]3[cH:20][cH:21][cH:22][cH:23][cH:24]3)=[O:25])[CH:12]([CH3:13])[O:14]2)[cH:15]1. Starting materials: ice water, N (ammonia), C([O-])(O)=O.[Na+] (sodium bicarbonate), C1(CC1)ON=C(C(=O)OCC)C(=O)O (ethyl hydrogen α-(cyclopropyloxyimino)malonate), P(=O)(Cl)(Cl)Cl (phosphorus oxychloride). Solvent: C(C)(=O)OCC (ethyl acetate), O1CCCC1 (tetrahydrofuran), CN(C=O)C (N,N-dimethylformamide). Yields the product C(N)(=O)C(C(=O)OCC)=NOC1CC1 (ethyl 2-carbamoyl-2-(cyclopropyloxyimino)acetate). As a reaction SMILES: [CH:1]1([O:4][N:5]=[C:6]([C:12]([OH:14])=O)[C:7]([O:9][CH2:10][CH3:11])=[O:8])[CH2:3][CH2:2]1.P(Cl)(Cl)(Cl)=O.[NH3:20].C(=O)(O)[O-].[Na+]>O1CCCC1.C(OCC)(=O)C.CN(C)C=O>[C:12]([C:6](=[N:5][O:4][CH:1]1[CH2:3][CH2:2]1)[C:7]([O:9][CH2:10][CH3:11])=[O:8])(=[O:14])[NH2:20] |f:3.4|. Procedure details: An activated acid, prepared from ethyl hydrogen α-(cyclopropyloxyimino)malonate (syn isomer)(19.78 g), phosphorus oxychloride (11.9 ml) and N,N-dimethylformamide (9.91 ml) by a conventional manner, was added to a saturated ammonia solution in tetrahydrofuran at -30° C. The mixture was gently warmed to ambient temperature. The mixture was poured into a mixture of ethyl acetate (1 l) and ice-water (1 l) and adjusted to pH 7 with saturated aqueous solution of sodium bicarbonate. The organic layer w... Reactants: BrC=1C=C(C=2C=NNC2C1)C#N (6-bromo-1H-indazole-4-carbonitrile), [H-].[Na+] (sodium hydride), C1(=CC=CC=C1)S(=O)(=O)Cl (benzenesulfonyl chloride). The solvent is CN(C=O)C (N,N-dimethylformamide). Conditions: temperature 20 celsius, time 15 minute. Yields the product BrC=1C=C(C=2C=NN(C2C1)S(=O)(=O)C1=CC=CC=C1)C#N (6-Bromo-1-(phenylsulfonyl)-1H-indazole-4-carbonitrile). The yield is 97.3%. RXN SMILES: [Br:1][C:2]1[CH:3]=[C:4]([C:11]#[N:12])[C:5]2[CH:6]=[N:7][NH:8][C:9]=2[CH:10]=1.[H-].[Na+].[C:15]1([S:21](Cl)(=[O:23])=[O:22])[CH:20]=[CH:19][CH:18]=[CH:17][CH:16]=1>CN(C)C=O>[Br:1][C:2]1[CH:3]=[C:4]([C:11]#[N:12])[C:5]2[CH:6]=[N:7][N:8]([S:21]([C:15]3[CH:20]=[CH:19][CH:18]=[CH:17][CH:16]=3)(=[O:23])=[O:22])[C:9]=2[CH:10]=1 |f:1.2|. Procedure details: To a solution of 6-bromo-1H-indazole-4-carbonitrile (5 g, 22.52 mmol) in N,N-dimethylformamide (50 ml) was added, in portions, sodium hydride (1.351 g, 33.8 mmol) and the mixture stirred at 20° C. for 15 mins then cooled to 0° C. when benzenesulfonyl chloride (3.16 ml, 24.77 mmol) was added dropwise. The mixture was stirred at 20° C. for 18 h then concentrated in vacuo and the residue partitioned between water (100 ml) and dichloromethane (100 ml). The organic layer was separated by hydrophobic ...